This data is from the Open Reaction Database (ORD), a public repository of structured organic reaction records. The task is: describe an organic reaction: reactants, conditions, products, and yield Reactants: C([O-])([O-])=O.[Na+].[Na+] (sodium carbonate), C(C1=CC=CC=C1)N1C[C@H]([C@H](C1)C1=CC(=C(C=C1)Cl)Cl)C(=O)O ((3S,4S)-1-Benzyl-4-(3,4-dichloro-phenyl)-pyrrolidine-3-carboxylic acid), ClCCl (dichloro methane), S(O)(O)(=O)=O (sulfuric acid). Solvent: CO (methanol). Run at temperature 60 celsius, time 18 hour. Yields the product COC(=O)[C@@H]1CN(C[C@@H]1C1=CC(=C(C=C1)Cl)Cl)CC1=CC=CC=C1 ((3S,4S)-1-Benzyl-4-(3,4-dichloro-phenyl)-pyrrolidine-3-carboxylic acid methyl ester). Isolated yield 98.0%. As a reaction SMILES: [CH2:1]([N:8]1[CH2:12][C@H:11]([C:13]2[CH:18]=[CH:17][C:16]([Cl:19])=[C:15]([Cl:20])[CH:14]=2)[C@H:10]([C:21]([OH:23])=[O:22])[CH2:9]1)[C:2]1[CH:7]=[CH:6][CH:5]=[CH:4][CH:3]=1.S(=O)(=O)(O)O.Cl[CH2:30]Cl.C(=O)([O-])[O-].[Na+].[Na+]>CO>[CH3:30][O:22][C:21]([C@H:10]1[C@@H:11]([C:13]2[CH:18]=[CH:17][C:16]([Cl:19])=[C:15]([Cl:20])[CH:14]=2)[CH2:12][N:8]([CH2:1][C:2]2[CH:7]=[CH:6][CH:5]=[CH:4][CH:3]=2)[CH2:9]1)=[O:23] |f:3.4.5|. Reported procedure: (3S,4S)-1-Benzyl-4-(3,4-dichloro-phenyl)-pyrrolidine-3-carboxylic acid (CAS RN: 907184-53-6) (35.7 g, 0.102 mol) were dissolved in methanol (350 mL) and at ambient temperature treated with sulfuric acid 97% (10.9 mL). The reaction mixture was stirred at 60° C. for 18 h. At 0° C. dichloro methane (500 mL) was added followed by aqueous sodium carbonate 10% (500 mL) (final pH 11) under vigorous stirring. The phases were separated. The aqueous phase was washed with dichloro methane, the combined org... Reported procedure: A suspension of 2-[[(Dimethylamino)methylene]amino]-3-(2-ethoxy-2-oxoethyl)-5,6-dihydro-4H-cyclopentathiazolium bromide (Formula E-3) (4.0 g) in DMF (20 mL) dissolved on addition of DBU (2.48 mL). The solution was reacted at 25° for 18 hours, poured into cold 10% acetic acid solution, and precipitated 6,7-Dihydro-5H-cyclopent[d]imidazo[2,1-b]thiazole-3-carboxylic acid ethyl ester (Formula E-4) (1.95 g) was filtered. Crystallization of an aliquot from isopropanol gave pure 6,7-Dihydro-5H-cyclopen... As a reaction SMILES: [Br-].CN([CH:5]=[N:6][C:7]1[S:8][C:9]2[CH2:20][CH2:19][CH2:18][C:10]=2[N+:11]=1[CH2:12][C:13]([O:15][CH2:16][CH3:17])=[O:14])C.C1CCN2C(=NCCC2)CC1.C(O)(=O)C>CN(C=O)C>[CH2:16]([O:15][C:13]([C:12]1[N:11]2[C:7]([S:8][C:9]3[CH2:20][CH2:19][CH2:18][C:10]=32)=[N:6][CH:5]=1)=[O:14])[CH3:17] |f:0.1|. Reactants: C1CCC2=NCCCN2CC1 (DBU), [Br-].CN(C)C=NC=1SC2=C([N+]1CC(=O)OCC)CCC2 (2-[[(Dimethylamino)methylene]amino]-3-(2-ethoxy-2-oxoethyl)-5,6-dihydro-4H-cyclopentathiazolium bromide), C(C)(=O)O (acetic acid). Run in CN(C)C=O (DMF). The product is C(C)OC(=O)C1=CN=C2SC3=C(N21)CCC3 (6,7-Dihydro-5H-cyclopent[d]imidazo[2,1-b]thiazole-3-carboxylic acid ethyl ester). Starting materials: CC(=O)O, CC(C)(CCCc1ccccc1)NC(=O)CCl, CCO, NC(N)=S. Product: CC(C)(N)CCCc1ccccc1. Reaction SMILES: [CH3:18][C:19](=[O:20])[OH:21].[CH3:1][C:2]([CH2:3][CH2:4][CH2:5][c:6]1[cH:7][cH:8][cH:9][cH:10][cH:11]1)([CH3:12])[NH:13][C:14](=[O:15])[CH2:16][Cl:17].[CH3:26][CH2:27][OH:28].[NH2:22][C:23](=[S:24])[NH2:25]>>[CH3:1][C:2]([CH2:3][CH2:4][CH2:5][c:6]1[cH:7][cH:8][cH:9][cH:10][cH:11]1)([CH3:12])[NH2:13]. The reactants are C(C)OC(C=CC1=CC2=C(C=CO2)C=C1)=O (3-(Benzofuran-6-yl)-acrylic acid ethyl ester), C(C1=CC=CC=C1)N[C@@H](C1=CC=CC=C1)C (N-benzyl-α-(R)-methylbenzylamine), [Li]CCCC (n-BuLi), [NH4+].[Cl-] (NH4Cl). Solvent: C1CCOC1 (THF), C1CCOC1 (THF), hexanes. Reaction conditions: temperature 0 celsius, time 30 minute. The product is C(C)OC(C[C@H](N([C@H](C)C1=CC=CC=C1)CC1=CC=CC=C1)C1=CC2=C(C=CO2)C=C1)=O (3(S)-(Benzofuran-6-yl)-3-[benzyl-(1(R)-phenyl-ethyl)-amino]-propionic acid ethyl ester). Reaction SMILES: [CH2:1]([NH:8][C@H:9]([CH3:16])[C:10]1[CH:15]=[CH:14][CH:13]=[CH:12][CH:11]=1)[C:2]1[CH:7]=[CH:6][CH:5]=[CH:4][CH:3]=1.[Li]CCCC.[CH2:22]([O:24][C:25](=[O:37])[CH:26]=[CH:27][C:28]1[CH:36]=[CH:35][C:31]2[CH:32]=[CH:33][O:34][C:30]=2[CH:29]=1)[CH3:23].[NH4+].[Cl-]>C1COCC1>[CH2:22]([O:24][C:25](=[O:37])[CH2:26][C@@H:27]([C:28]1[CH:36]=[CH:35][C:31]2[CH:32]=[CH:33][O:34][C:30]=2[CH:29]=1)[N:8]([CH2:1][C:2]1[CH:7]=[CH:6][CH:5]=[CH:4][CH:3]=1)[C@@H:9]([C:10]1[CH:15]=[CH:14][CH:13]=[CH:12][CH:11]=1)[CH3:16])[CH3:23] |f:3.4|. Procedure details: A solution of N-benzyl-α-(R)-methylbenzylamine (1.32 g, 6.30 mmol) in THF (25 mL) at 0° C. was treated with n-BuLi (2.52 mL of a 2.5 M soln in hexanes). The resulting solution was stirred at 0° C. for 30 min and then cooled to −78° C. A solution of acrylate 6-4 (0.681 g, 3.15 mmol) in THF (5 mL) was added. After stirring for 15 min at −78° C., satd. aq. NH4Cl soln (5 mL) was added and the cold bath removed. The mixture was warmed to room temperature, and extracted with Et2O (2×40 mL). The combin... Reactants: resultant solution, ClCC(C(C(=O)NC1[C@@H]2N(C(=C(CS2)C=C)C(=O)O)C1=O)=NOCC(=O)OC)=O (7-(4-chloro-2-methoxycarbonylmethoxyimino-3-oxobutyramido)-3-vinyl-3-cephem-4-carboxylic acid), NC(=S)N (thiourea), C(C)(=O)[O-].[Na+] (sodium acetate), Cl (hydrochloric acid). The solvent is O (water). Yields the product NC=1SC=C(N1)C(C(=O)NC1[C@@H]2N(C(=C(CS2)C=C)C(=O)O)C1=O)=NOCC(=O)OC (7-[2-(2-aminothiazol-4-yl)-2-methoxycarbonylmethoxyiminoacetamido]-3-vinyl-3-cephem-4-carboxylic acid). Yield: 90.6%. RXN SMILES: Cl[CH2:2][C:3](=O)[C:4](=[N:22][O:23][CH2:24][C:25]([O:27][CH3:28])=[O:26])[C:5]([NH:7][CH:8]1[C:20](=[O:21])[N:10]2[C:11]([C:17]([OH:19])=[O:18])=[C:12]([CH:15]=[CH2:16])[CH2:13][S:14][C@H:9]12)=[O:6].[NH2:30][C:31]([NH2:33])=[S:32].C([O-])(=O)C.[Na+].Cl>O>[NH2:33][C:31]1[S:32][CH:2]=[C:3]([C:4](=[N:22][O:23][CH2:24][C:25]([O:27][CH3:28])=[O:26])[C:5]([NH:7][CH:8]2[C:20](=[O:21])[N:10]3[C:11]([C:17]([OH:19])=[O:18])=[C:12]([CH:15]=[CH2:16])[CH2:13][S:14][C@H:9]23)=[O:6])[N:30]=1 |f:2.3|. Procedure: To a suspension of 7-(4-chloro-2-methoxycarbonylmethoxyimino-3-oxobutyramido)-3-vinyl-3-cephem-4-carboxylic acid (syn isomer) (2.0 g) in water (20 ml) were added thiourea (0.683 g) and sodium acetate (1.84 g) at 40° C. with stirring. The reaction mixture was stirred at the same temperature for 1.5 hours. The resultant solution was adjusted to pH 2.8 with 10% hydrochloric acid and stirred under ice-cooling for 20 minutes. The precipitates were collected by filtration, washed with water and dried ... The reactants are CC(C)(C)OC(=O)N1CCC(Nc2ccc(S(C)(=O)=O)cn2)CC1, O=C([O-])[O-], CCO, Cl, [K+], [K+], C1COCCO1, O. Product: CS(=O)(=O)c1ccc(NC2CCNCC2)nc1. RXN SMILES: [C:1]([O:2][C:3](=[O:4])[N:8]1[CH2:9][CH2:10][CH:11]([NH:14][c:15]2[n:16][cH:17][c:18]([S:21](=[O:22])(=[O:23])[CH3:24])[cH:19][cH:20]2)[CH2:12][CH2:13]1)([CH3:5])([CH3:6])[CH3:7].[C:32](=[O:33])([O-:34])[O-:35].[CH3:38][CH2:39][OH:40].[ClH:25].[K+:36].[K+:37].[O:26]1[CH2:27][CH2:28][O:29][CH2:30][CH2:31]1.[OH2:41]>>[NH:8]1[CH2:9][CH2:10][CH:11]([NH:14][c:15]2[n:16][cH:17][c:18]([S:21](=[O:22])(=[O:23])[CH3:24])[cH:19][cH:20]2)[CH2:12][CH2:13]1. Starting materials: BrCc1ccccc1, CCCC[N+](CCCC)(CCCC)CCCC, CCOC(C)=O, [H-], [I-], [Na+], C1CCOC1, O=C1CCC(CO)O1. The product is O=C1CCC(COCc2ccccc2)O1. As a reaction SMILES: [Br:11][CH2:12][c:13]1[cH:14][cH:15][cH:16][cH:17][cH:18]1.[CH2:25]([N+:26]([CH2:27][CH2:28][CH2:29][CH3:30])([CH2:31][CH2:32][CH2:33][CH3:34])[CH2:35][CH2:36][CH2:37][CH3:38])[CH2:39][CH2:40][CH3:41].[CH3:42][CH2:43][O:44][C:45](=[O:46])[CH3:47].[H-:9].[I-:24].[Na+:10].[O:19]1[CH2:20][CH2:21][CH2:22][CH2:23]1.[OH:1][CH2:2][CH:3]1[CH2:4][CH2:5][C:6](=[O:8])[O:7]1>>[O:1]([CH2:2][CH:3]1[CH2:4][CH2:5][C:6](=[O:8])[O:7]1)[CH2:12][c:13]1[cH:14][cH:15][cH:16][cH:17][cH:18]1.